This data is from the Open Reaction Database (ORD), a public repository of structured organic reaction records. The task is: describe an organic reaction: reactants, conditions, products, and yield Starting materials: O[C@H](C)[C@@H]1[C@@H]2N(C(=C([C@@H]2C)S[C@H]2C[C@H](N(C2)C(=O)OCC2=CC=C(C=C2)[N+](=O)[O-])C(=O)N2CC(C2)N(C(C)=N)C(=O)OCC2=CC=C(C=C2)[N+](=O)[O-])C(=O)OCC2=CC=C(C=C2)[N+](=O)[O-])C1=O (4-nitrobenzyl (1R,5S,6S)-6-[(1R)-1-hydroxyethyl]-1-methyl-2-[(2S,4S)-2-{3-[N(4-nitrobenzyloxycarbonyl)-N-acetimidoylamino]azetidin-1-ylcarbonyl}-1-(4-nitrobenzyloxycarbonyl)pyrrolidin-4-ylthio]-1-carbapen-2-em-3-carboxylate), [H][H] (hydrogen). Reagents/catalysts: [Pd] (palladium-on-carbon). The solvent is O1CCCC1 (tetrahydrofuran), O (water). Product: C(C)(=N)NC1CN(C1)C(=O)[C@H]1NC[C@H](C1)SC=1[C@@H]([C@H]2N(C1C(=O)O)C([C@@H]2[C@@H](C)O)=O)C ((1R,5S,6S)-2-[(2S,4S)-2-(3-Acetimidoylaminoazetidin-1-ylcarbonyl)pyrrolidin-4-ylthio]-6-[(1R)-1-hydroxyethyl]-1-methyl-1-carbapen-2-em-3-carboxylic acid). Isolated yield 35.3%. Reaction SMILES: [OH:1][C@@H:2]([C@H:4]1[C:66](=[O:67])[N:6]2[C:7]([C:53]([O:55]CC3C=CC([N+]([O-])=O)=CC=3)=[O:54])=[C:8]([S:11][C@@H:12]3[CH2:16][N:15](C(OCC4C=CC([N+]([O-])=O)=CC=4)=O)[C@H:14]([C:30]([N:32]4[CH2:35][CH:34]([N:36](C(OCC5C=CC([N+]([O-])=O)=CC=5)=O)[C:37](=[NH:39])[CH3:38])[CH2:33]4)=[O:31])[CH2:13]3)[C@H:9]([CH3:10])[C@H:5]12)[CH3:3].[H][H]>O1CCCC1.O.[Pd]>[C:37]([NH:36][CH:34]1[CH2:33][N:32]([C:30]([C@@H:14]2[CH2:13][C@H:12]([S:11][C:8]3[C@H:9]([CH3:10])[C@@H:5]4[C@@H:4]([C@H:2]([OH:1])[CH3:3])[C:66](=[O:67])[N:6]4[C:7]=3[C:53]([OH:55])=[O:54])[CH2:16][NH:15]2)=[O:31])[CH2:35]1)(=[NH:39])[CH3:38]. Procedure details: 0.77 g of 4-nitrobenzyl (1R,5S,6S)-6-[(1R)-1-hydroxyethyl]-1-methyl-2-[(2S,4S)-2-{3-[N(4-nitrobenzyloxycarbonyl)-N-acetimidoylamino]azetidin-1-ylcarbonyl}-1-(4-nitrobenzyloxycarbonyl)pyrrolidin-4-ylthio]-1-carbapen-2-em-3-carboxylate [prepared as described in step (1) above] was dissolved in 15 ml of a 2:1 by volume mixture of tetrahydrofuran and water. 0.77 g of a 10% w/w palladium-on-carbon catalyst was then added to the resulting solution, after which the mixture was hydrogenated at room temp...